From a dataset of the Open Reaction Database (ORD), a public repository of structured organic reaction records. describe an organic reaction: reactants, conditions, products, and yield Reactants: C1(=CC=CC=C1)C (toluene), C1(=CC=CC=C1)[PH+](C1=CC=CC=C1)C1=CC=CC=C1 (Triphenylphosphonium), BrCC1=CC=C(C=C1)C(=C(C1=CC=CC=C1)C1=CC=C(C=C1)CBr)C1=CC=CC=C1 (1,2-Bis[4-(bromomethyl)phenyl]-1,2-diphenylethene), C1(=CC=CC=C1)P(C1=CC=CC=C1)C1=CC=CC=C1 (triphenylphosphine). Solvent: CN(C)C=O (DMF). Run at time 24 hour. The product is C1(=CC=CC=C1)C(=C(C1=CC=CC=C1)C1=CC=CC=C1)C1=CC=CC=C1.C1(=CC=CC=C1)[PH+](C1=CC=CC=C1)C1=CC=CC=C1.C1(=CC=CC=C1)[PH+](C1=CC=CC=C1)C1=CC=CC=C1 (Bis(Triphenylphosphonium) Tetraphenylethene). Isolated yield 80.0%. As a reaction SMILES: [C:1]1([PH+:7]([C:14]2[CH:19]=[CH:18][CH:17]=[CH:16][CH:15]=2)[C:8]2[CH:13]=[CH:12][CH:11]=[CH:10][CH:9]=2)[CH:6]=[CH:5][CH:4]=[CH:3][CH:2]=1.BrC[C:22]1[CH:27]=[CH:26][C:25]([C:28]([C:44]2[CH:49]=[CH:48][CH:47]=[CH:46][CH:45]=2)=[C:29]([C:36]2[CH:41]=[CH:40][C:39](CBr)=[CH:38][CH:37]=2)[C:30]2[CH:35]=[CH:34][CH:33]=[CH:32][CH:31]=2)=[CH:24][CH:23]=1.[C:50]1([P:56]([C:63]2[CH:68]=[CH:67][CH:66]=[CH:65][CH:64]=2)[C:57]2[CH:62]=[CH:61][CH:60]=[CH:59][CH:58]=2)[CH:55]=[CH:54][CH:53]=[CH:52][CH:51]=1.C1(C)C=CC=CC=1>CN(C=O)C>[C:25]1([C:28]([C:44]2[CH:45]=[CH:46][CH:47]=[CH:48][CH:49]=2)=[C:29]([C:30]2[CH:31]=[CH:32][CH:33]=[CH:34][CH:35]=2)[C:36]2[CH:41]=[CH:40][CH:39]=[CH:38][CH:37]=2)[CH:24]=[CH:23][CH:22]=[CH:27][CH:26]=1.[C:14]1([PH+:7]([C:1]2[CH:2]=[CH:3][CH:4]=[CH:5][CH:6]=2)[C:8]2[CH:13]=[CH:12][CH:11]=[CH:10][CH:9]=2)[CH:15]=[CH:16][CH:17]=[CH:18][CH:19]=1.[C:63]1([PH+:56]([C:50]2[CH:51]=[CH:52][CH:53]=[CH:54][CH:55]=2)[C:57]2[CH:62]=[CH:61][CH:60]=[CH:59][CH:58]=2)[CH:64]=[CH:65][CH:66]=[CH:67][CH:68]=1 |f:5.6.7|. Reported procedure: Triphenylphosphonium salt, TPE-TPP, was prepared from 3 (0.5 g, 1.0 mmol) and triphenylphosphine (1.0 g, 4.0 mmol) in DMF at 100° C. After stirring for 24 h, the solution was poured into large amount of toluene. The white precipitate was collected in 80% yield. 1H NMR (400 MHz, DMSO-d6), δ (TMS, ppm): 7.90-7.55 (m, 30H), 7.16-6.66 (m, 18H), 5.039 (d, 4H). 13C NMR (100 MHz, DMSO-d6), δ (TMS, ppm): 143.4, 142.5 140.1, 135.2, 134.0, 131.1, 130.6, 130.3, 130.1, 128.0, 127.0, 126.1, 118.1, 17.2, 40.2... Starting materials: Cl.N1C=NC(=C1)C(C(=O)O)(C)C (2-(1H-imidazol-4-yl)-2-methylpropanoic acid hydrochloride), N[C@H](C(=O)NC1=CC=C(C=C1)OC1=CC=C(C=C1)F)COCC1=CC=CC=C1 ((S)-2-amino-3-(benzyloxy)-N-(4-(4-fluorophenoxy)phenyl)propanamide). Yields the product Compound 213, N1C=NC(=C1)C(C(=O)N[C@H](C(=O)NC1=CC=C(C=C1)OC1=CC=C(C=C1)F)COCC1=CC=CC=C1)(C)C ((S)-2-(2-(1H-imidazol-4-yl)-2-methylpropanamido)-3-(benzyloxy)-N-(4-(4-fluorophenoxy)phenyl)propanamide). The yield is 58.0%. As a reaction SMILES: Cl.[NH:2]1[CH:6]=[C:5]([C:7]([CH3:12])([CH3:11])[C:8]([OH:10])=O)[N:4]=[CH:3]1.[NH2:13][C@@H:14]([CH2:32][O:33][CH2:34][C:35]1[CH:40]=[CH:39][CH:38]=[CH:37][CH:36]=1)[C:15]([NH:17][C:18]1[CH:23]=[CH:22][C:21]([O:24][C:25]2[CH:30]=[CH:29][C:28]([F:31])=[CH:27][CH:26]=2)=[CH:20][CH:19]=1)=[O:16]>>[NH:2]1[CH:6]=[C:5]([C:7]([CH3:12])([CH3:11])[C:8]([NH:13][C@@H:14]([CH2:32][O:33][CH2:34][C:35]2[CH:36]=[CH:37][CH:38]=[CH:39][CH:40]=2)[C:15]([NH:17][C:18]2[CH:19]=[CH:20][C:21]([O:24][C:25]3[CH:30]=[CH:29][C:28]([F:31])=[CH:27][CH:26]=3)=[CH:22][CH:23]=2)=[O:16])=[O:10])[N:4]=[CH:3]1 |f:0.1|. Reported procedure: Proceeding as in Example 1, but substituting 2-(1H-imidazol-4-yl)-2-methylpropanoic acid hydrochloride and (S)-2-amino-3-(benzyloxy)-N-(4-(4-fluorophenoxy)phenyl)propanamide, gave Compound 213, (S)-2-(2-(1H-imidazol-4-yl)-2-methylpropanamido)-3-(benzyloxy)-N-(4-(4-fluorophenoxy)phenyl)propanamide (93.4 mg, 58%). 1H-NMR (400 MHz, CDCl3): δ 9.30 (s, 1H), 7.52-7.46 (m, 3H), 7.37 (d, 1H), 7.33-7.22 (m, 5H), 7.03-6.98 (m, 2H), 6.95-6.88 (m, 4H), 6.82 (s, 1H), 4.73-4.68 (m, 1H), 4.58 (d, 1H), 4.47 (d,... Product: C(C)(=O)NC1=C(C(=O)C=2NC3=CC(=CC=C3C2NC(CC)=O)Cl)C=C(C=C1)Cl (2-(2-Acetylamino-5-chlorobenzoyl)-6-chloro-3-(propionylamino)indole). Isolated yield 67.7%. Run in ClCCl (dichloromethane). The reactants are NC1=C(C(=O)C=2NC3=CC(=CC=C3C2NC(CC)=O)Cl)C=C(C=C1)Cl (2-(2-amino-5-chlorobenzoyl)-6-chloro-3-(propionylamino)indole), N1=CC=CC=C1 (pyridine), C(C)(=O)Cl (acetyl chloride). Reaction conditions: time 1 hour. Procedure: To a solution of 2-(2-amino-5-chlorobenzoyl)-6-chloro-3-(propionylamino)indole (Example 389, 217 mg, 0.576 mmol) and pyridine (0.12 ml, 1.50 mmol) in dichloromethane (10 ml) was added acetyl chloride (53 μl, 0.749 mmol) at 0° C. After stirring at room temperature for 1 h, the mixture was concentrated and the residue was diluted with ethyl acetate (100 ml). The solution was washed with 2N aqueous HCl (30 ml×2), saturated aqueous sodium bicarbonate (30 ml), and dried (MgSO4). Removal of solvent ga... As a reaction SMILES: [NH2:1][C:2]1[CH:24]=[CH:23][C:22]([Cl:25])=[CH:21][C:3]=1[C:4]([C:6]1[NH:7][C:8]2[C:13]([C:14]=1[NH:15][C:16](=[O:19])[CH2:17][CH3:18])=[CH:12][CH:11]=[C:10]([Cl:20])[CH:9]=2)=[O:5].N1C=CC=CC=1.[C:32](Cl)(=[O:34])[CH3:33]>ClCCl>[C:32]([NH:1][C:2]1[CH:24]=[CH:23][C:22]([Cl:25])=[CH:21][C:3]=1[C:4]([C:6]1[NH:7][C:8]2[C:13]([C:14]=1[NH:15][C:16](=[O:19])[CH2:17][CH3:18])=[CH:12][CH:11]=[C:10]([Cl:20])[CH:9]=2)=[O:5])(=[O:34])[CH3:33]. The reactants are NC1CCCCCC1, Nc1nc2cccc(Cl)n2n1. Yields the product Nc1nc2cccc(NC3CCCCCC3)n2n1. As a reaction SMILES: [CH:12]1([NH2:19])[CH2:13][CH2:14][CH2:15][CH2:16][CH2:17][CH2:18]1.[Cl:1][c:2]1[cH:3][cH:4][cH:5][c:6]2[n:7]1[n:8][c:9]([NH2:11])[n:10]2>>[c:2]1([NH:19][CH:12]2[CH2:13][CH2:14][CH2:15][CH2:16][CH2:17][CH2:18]2)[cH:3][cH:4][cH:5][c:6]2[n:7]1[n:8][c:9]([NH2:11])[n:10]2. Starting materials: O=C(NC1CN2CCC1CC2)c1cc2cc([N+](=O)[O-])ccc2o1, [Na+], CN(C)C=O, [OH-], O, Cl[Sn]Cl. Yields the product Nc1ccc2oc(C(=O)NC3CN4CCC3CC4)cc2c1. Reaction SMILES: [N:4]12[CH2:5][CH:6]([NH:12][C:13](=[O:14])[c:15]3[o:16][c:17]4[c:18]([cH:19]3)[cH:20][c:21]([N+:24]([O-:25])=[O:26])[cH:22][cH:23]4)[CH:7]([CH2:8][CH2:9]1)[CH2:10][CH2:11]2.[Na+:29].[O:30]=[CH:31][N:32]([CH3:33])[CH3:34].[OH-:28].[OH2:27].[Sn:1]([Cl:2])[Cl:3]>>[N:4]12[CH2:5][CH:6]([NH:12][C:13](=[O:14])[c:15]3[o:16][c:17]4[c:18]([cH:19]3)[cH:20][c:21]([NH2:24])[cH:22][cH:23]4)[CH:7]([CH2:8][CH2:9]1)[CH2:10][CH2:11]2. Starting materials: CS(=O)(=O)OCCC1=CC(=C(C=C1)OS(=O)(=O)C)OC (3-methoxy-4-(methylsulfonyloxy)phenethyl methanesulfonate), OC1=CC=C(C=O)C=C1 (p-hydroxybenzaldehyde), C([O-])([O-])=O.[K+].[K+] (potassium carbonate). The solvent is C(C)#N (acetonitrile). Product: CS(=O)(=O)OC1=C(C=C(C=C1)CCOC1=CC=C(C=C1)C=O)OC (4-[2-(4-formylphenoxy)ethyl]-2-methoxyphenyl methanesulfonate). Yield: 63.0%. Reaction SMILES: CS([O:5][CH2:6][CH2:7][C:8]1[CH:13]=[CH:12][C:11]([O:14][S:15]([CH3:18])(=[O:17])=[O:16])=[C:10]([O:19][CH3:20])[CH:9]=1)(=O)=O.O[C:22]1[CH:29]=[CH:28][C:25]([CH:26]=[O:27])=[CH:24][CH:23]=1.C(=O)([O-])[O-].[K+].[K+]>C(#N)C>[CH3:18][S:15]([O:14][C:11]1[CH:12]=[CH:13][C:8]([CH2:7][CH2:6][O:5][C:22]2[CH:29]=[CH:28][C:25]([CH:26]=[O:27])=[CH:24][CH:23]=2)=[CH:9][C:10]=1[O:19][CH3:20])(=[O:17])=[O:16] |f:2.3.4|. Procedure: 50 g (0.154 mole) 3-methoxy-4-(methylsulfonyloxy)phenethyl methanesulfonate, 48.8 g 0.4 mole) p-hydroxybenzaldehyde, 65.45 g 0.473 mole) potassium carbonate in 500 ml acetonitrile was refluxed for 4 hours. The precipitate was filtered off and the solvent was evaporated. Dichloromethane was added and the organic phase was washed with water, dried (magnesium sulfate), filtered and the solvent was evaporated to give 34 g (yield 63%) of 4-[2-(4-formylphenoxy)ethyl]-2-methoxyphenyl methanesulfonate. The reactants are [Al+3], CC(=O)Oc1c(C(C)(C)C)cc2c(c1C(C)(C)C)CC(CCC(C)C)(CCC(C)C)O2, [Cl-], [H-], [H-], [H-], [H-], [Li+], [NH4+], C1CCOC1, O. Product: CC(C)CCC1(CCC(C)C)Cc2c(cc(C(C)(C)C)c(O)c2C(C)(C)C)O1. RXN SMILES: [Al+3:2].[C:7](=[O:8])([CH3:9])[O:10][c:11]1[c:12]([C:34]([CH3:35])([CH3:36])[CH3:37])[cH:13][c:14]2[c:15]([c:29]1[C:30]([CH3:31])([CH3:32])[CH3:33])[CH2:16][C:17]([CH2:19][CH2:20][CH:21]([CH3:22])[CH3:23])([CH2:24][CH2:25][CH:26]([CH3:27])[CH3:28])[O:18]2.[Cl-:39].[H-:1].[H-:4].[H-:5].[H-:6].[Li+:3].[NH4+:40].[O:41]1[CH2:42][CH2:43][CH2:44][CH2:45]1.[OH2:38]>>[OH:10][c:11]1[c:12]([C:34]([CH3:35])([CH3:36])[CH3:37])[cH:13][c:14]2[c:15]([c:29]1[C:30]([CH3:31])([CH3:32])[CH3:33])[CH2:16][C:17]([CH2:19][CH2:20][CH:21]([CH3:22])[CH3:23])([CH2:24][CH2:25][CH:26]([CH3:27])[CH3:28])[O:18]2.